This data is from the Open Reaction Database (ORD), a public repository of structured organic reaction records. The task is: describe an organic reaction: reactants, conditions, products, and yield Starting materials: COC(C1=CC=C(C=C1)CC(C1=CC=C(C=C1)C1=CCCCC1)C(N(C1=CC=CC=C1)C1=CC=C2C(=CC=C2)O1)=O)=O (4-[2-(4-benzofuran-2-yl-phenylcarbamoyl)-2-(4-cyclohex-1-enyl-phenyl)-ethyl]-benzoic acid methylester), [OH-].[Na+] (NaOH). Solvent: CCO.C1CCOC1.O (EtOH THF H2O). Conditions: time 8 hour. Product: O1C(=CC=C2C1=CC=C2)N(C(=O)C(CC2=CC=C(C(=O)O)C=C2)C2=CC=C(C=C2)C2=CCCCC2)C2=CC=CC=C2 (4-[2-(4-benzofuran-2yl-phenylcarbamoyl)-2-(4-cyclohex-1-enyl-phenyl)-ethyl]-benzoic acid). The yield is 86.2%. As a reaction SMILES: C[O:2][C:3](=[O:42])[C:4]1[CH:9]=[CH:8][C:7]([CH2:10][CH:11]([C:24](=[O:41])[N:25]([C:32]2[O:40][C:36]3=[CH:37][CH:38]=[CH:39][C:35]3=[CH:34][CH:33]=2)[C:26]2[CH:31]=[CH:30][CH:29]=[CH:28][CH:27]=2)[C:12]2[CH:17]=[CH:16][C:15]([C:18]3[CH2:23][CH2:22][CH2:21][CH2:20][CH:19]=3)=[CH:14][CH:13]=2)=[CH:6][CH:5]=1.[OH-].[Na+]>CCO.C1COCC1.O>[O:40]1[C:36]2=[CH:37][CH:38]=[CH:39][C:35]2=[CH:34][CH:33]=[C:32]1[N:25]([C:26]1[CH:31]=[CH:30][CH:29]=[CH:28][CH:27]=1)[C:24]([CH:11]([C:12]1[CH:13]=[CH:14][C:15]([C:18]2[CH2:23][CH2:22][CH2:21][CH2:20][CH:19]=2)=[CH:16][CH:17]=1)[CH2:10][C:7]1[CH:8]=[CH:9][C:4]([C:3]([OH:42])=[O:2])=[CH:5][CH:6]=1)=[O:41] |f:1.2,3.4.5|. Reported procedure: To a stirred solution of 4-[2-(4-benzofuran-2-yl-phenylcarbamoyl)-2-(4-cyclohex-1-enyl-phenyl)-ethyl]-benzoic acid methylester (6) (0.42 g, 0.75 mmol) in EtOH/THF/H2O (4:2:1) (20 mL) at rt, was added aq. 40% NaOH (2.5 ml), The reaction mixture was stirred overnight. After completion of the reaction, the solvent was removed under reduced pressure and the crude was acidified with 4N HCl (pH=2). The resulting mixture was extracted with ethyl acetate, the organic layer was dried over MgSO4 and conce... Reactants: Brc1ccc(Br)cc1, CC(C)CC(CO[Si](C)(C)C(C)(C)C)N=CC(F)F, C1CCOC1, [Li]CCCC, [Cl-], [NH4+]. Yields the product CC(C)CC(CO[Si](C)(C)C(C)(C)C)NC(c1ccc(Br)cc1)C(F)F. As a reaction SMILES: [Br:6][c:7]1[cH:8][cH:9][c:10]([Br:11])[cH:12][cH:13]1.[C:14]([CH3:15])([CH3:16])([CH3:17])[Si:18]([O:19][CH2:20][CH:21]([CH2:22][CH:23]([CH3:24])[CH3:25])[N:26]=[CH:27][CH:28]([F:29])[F:30])([CH3:31])[CH3:32].[CH2:35]1[O:36][CH2:37][CH2:38][CH2:39]1.[CH3:1][CH2:2][CH2:3][CH2:4][Li:5].[Cl-:33].[NH4+:34]>>[c:7]1([CH:27]([NH:26][CH:21]([CH2:20][O:19][Si:18]([C:14]([CH3:15])([CH3:16])[CH3:17])([CH3:31])[CH3:32])[CH2:22][CH:23]([CH3:24])[CH3:25])[CH:28]([F:29])[F:30])[cH:8][cH:9][c:10]([Br:11])[cH:12][cH:13]1. The reactants are Cl.NC1=C(C=C(O)C=C1)O (4-Aminoresorcinol hydrochloride), Cl.N1=C(C=CC=C1)CCl (picolinyl chloride hydrochloride), C1(=CC=C(C=C1)S(=O)(=O)[O-])C.[NH+]1=CC=CC=C1 (pyridinium-p-toluenesulfonate). Run in xylenes, C(C)N(CC)CC (triethylamine). Product: N1=C(C=CC=C1)C=1OC2=C(N1)C=CC(=C2)O (2-(Pyridin-2-yl)-benzoxazol-6-ol). Reaction SMILES: Cl.[NH2:2][C:3]1[CH:9]=[CH:8][C:6]([OH:7])=[CH:5][C:4]=1[OH:10].Cl.[N:12]1[CH:17]=[CH:16][CH:15]=[CH:14][C:13]=1[CH2:18]Cl.C1(C)C=CC(S([O-])(=O)=O)=CC=1.[NH+]1C=CC=CC=1>C(N(CC)CC)C>[N:12]1[CH:17]=[CH:16][CH:15]=[CH:14][C:13]=1[C:18]1[O:10][C:4]2[CH:5]=[C:6]([OH:7])[CH:8]=[CH:9][C:3]=2[N:2]=1 |f:0.1,2.3,4.5|. Procedure: 4-Aminoresorcinol hydrochloride (2.0 g, 12.4 mL), picolinyl chloride hydrochloride (2.4 g, 13.6 mM), triethylamine (2.8 g, 27.2 mM) and pyridinium-p-toluenesulfonate (PPTS, 800 mg, 3.2 mM) were refluxed in xylenes (50 mL) for about 72 hours. The reaction mixture was concentrated and the residue dissolved in ethyl acetate (200 mL) and washed with H2O (3×150 mL). The combined aqueous layer was back extracted with ethyl acetate (200 mL) and the combined organic layer was dried over MgSO4. Filtratio... Starting materials: C1NCC2=CC=CC=C12 (isoindoline), Cl (hydrochloric acid), [H][H] (hydrogen), [H][H] (hydrogen), C1NC[C@@H]2CCCC[C@H]12 (cis-hexahydroisoindoline). The reagents and catalysts are [C].[Ru] (ruthenium-carbon). Product: C1NC[C@@H]2CCCC[C@@H]12 (trans-hexahydroisoindoline), CC1C(CCCC1)CN (2-methylcyclohexylmethylamine). Yield: 0.4%. RXN SMILES: [CH2:1]1[C:9]2[C:4](=[CH:5][CH:6]=[CH:7][CH:8]=2)[CH2:3][NH:2]1.Cl.[H][H].[CH2:13]1[C@@H:21]2[C@@H:16]([CH2:17][CH2:18][CH2:19][CH2:20]2)[CH2:15][NH:14]1>[C].[Ru]>[CH2:1]1[C@H:9]2[C@@H:4]([CH2:5][CH2:6][CH2:7][CH2:8]2)[CH2:3][NH:2]1.[CH3:15][CH:16]1[CH2:17][CH2:18][CH2:19][CH2:20][CH:21]1[CH2:13][NH2:14] |f:4.5|. Procedure details: In a 3-liter GL (Glass Lining) autoclave fitted with a electromagnetic stirrer are added 129 g of isoindoline, 545 g of 7.2% hydrochloric acid aqueous solution (pH 4.0) and 26 g of 5% ruthenium-carbon catalyst (50% water-containing). The reaction mixture is subjected to a hydrogen-pressure of 20 kg/cm2 and a temperature of 130° C. After a 2 hour hydrogen introduction, the drop in the rate of the hydrogen-absorption is observed, at this point the introduction of hydrogen is ceased to terminate th... Reactants: C(C)(C)(C)OC(NC1=CC(=CC=C1)CCC1=C(C=CC(=C1)N)OC)=O (tert-Butyl{3-[2-(5-amino-2-methoxyphenyl)ethyl]phenyl}carbamate), C([O-])([O-])=O.[K+].[K+] (potassium carbonate), ClC1=NC=C(C(=N1)Cl)Cl (2,4,5-trichloropyrimidine). The solvent is CN(C=O)C (N,N-dimethylformamide). Yields the product C(C)(C)(C)OC(NC1=CC(=CC=C1)CCC1=C(C=CC(=C1)NC1=NC(=NC=C1Cl)Cl)OC)=O (tert-Butyl[3-(2-{5-[(2,5-dichloropyrimidin-4-yl)amino]-2-methoxyphenyl}ethyl)phenyl]carbamate). Isolated yield 95.8%. Reaction SMILES: [C:1]([O:5][C:6](=[O:25])[NH:7][C:8]1[CH:13]=[CH:12][CH:11]=[C:10]([CH2:14][CH2:15][C:16]2[CH:21]=[C:20]([NH2:22])[CH:19]=[CH:18][C:17]=2[O:23][CH3:24])[CH:9]=1)([CH3:4])([CH3:3])[CH3:2].C(=O)([O-])[O-].[K+].[K+].[Cl:32][C:33]1[N:38]=[C:37](Cl)[C:36]([Cl:40])=[CH:35][N:34]=1>CN(C)C=O>[C:1]([O:5][C:6](=[O:25])[NH:7][C:8]1[CH:13]=[CH:12][CH:11]=[C:10]([CH2:14][CH2:15][C:16]2[CH:21]=[C:20]([NH:22][C:35]3[C:36]([Cl:40])=[CH:37][N:38]=[C:33]([Cl:32])[N:34]=3)[CH:19]=[CH:18][C:17]=2[O:23][CH3:24])[CH:9]=1)([CH3:4])([CH3:3])[CH3:2] |f:1.2.3|. Reported procedure: tert-Butyl{3-[2-(5-amino-2-methoxyphenyl)ethyl]phenyl}carbamate (55 mg, 0.16 mmol), potassium carbonate (67 mg, 0.48 mmol), and 2,4,5-trichloropyrimidine (18 μL, 0.16 mmol) were stirred in N,N-dimethylformamide (1.5 mL) for 30 minutes. Purification by preparative LCMS (pH 2) gave the desired compound (75 mg, 95%). 1H NMR (300 MHz, DMSO-d6): δ 9.40 (s, 1H), 9.25 (s, 1H), 8.30 (s, 1H), 7.40 (m, 3H), 7.20 (m, 1H), 7.12 (m, 1H), 6.99 (d, 1H) 6.80 (d, 1H), 3.80 (s, 3H), 2.77 (m, 4H), 1.42 (s, 9H). LC... Starting materials: C1(CC1)COC1=C(C(=CC=C1)OCC1=CC=C(C=C1)OC)C=1C=C(C2=C(NC(OC2)=O)N1)NCCNC(OC(C)(C)C)=O (tert-butyl 2-[(7-{2-(cyclopropylmethoxy)-6-[(4-methoxybenzyl)-oxy]phenyl}-2-oxo-1,4-dihydro-2H-pyrido[2,3-d][1,3]oxazin-5-yl)amino]ethyl-carbamate), Cl (HCl). The solvent is O1CCOCC1 (1,4-dioxane), O1CCOCC1 (1,4-dioxane). Run at time 8 hour. Yields the product Cl.NCCNC1=CC(=NC=2NC(OCC21)=O)C2=C(C=CC=C2O)OCC2CC2 (5-[(2-aminoethyl)amino]-7-[2-(cyclopropylmethoxy)-6-hydroxyphenyl]-1,4-dihydro-2H-pyrido[2,3-d][1,3]oxazin-2-one hydrochloride). Isolated yield 59.0%. RXN SMILES: [CH:1]1([CH2:4][O:5][C:6]2[CH:11]=[CH:10][CH:9]=[C:8]([O:12]CC3C=CC(OC)=CC=3)[C:7]=2[C:22]2[CH:23]=[C:24]([NH:33][CH2:34][CH2:35][NH:36]C(=O)OC(C)(C)C)[C:25]3[CH2:30][O:29][C:28](=[O:31])[NH:27][C:26]=3[N:32]=2)[CH2:3][CH2:2]1.[ClH:44]>O1CCOCC1>[ClH:44].[NH2:36][CH2:35][CH2:34][NH:33][C:24]1[C:25]2[CH2:30][O:29][C:28](=[O:31])[NH:27][C:26]=2[N:32]=[C:22]([C:7]2[C:8]([OH:12])=[CH:9][CH:10]=[CH:11][C:6]=2[O:5][CH2:4][CH:1]2[CH2:3][CH2:2]2)[CH:23]=1 |f:3.4|. Procedure details: To a solution of tert-butyl 2-[(7-{2-(cyclopropylmethoxy)-6-[(4-methoxybenzyl)-oxy]phenyl}-2-oxo-1,4-dihydro-2H-pyrido[2,3-d][1,3]oxazin-5-yl)amino]ethyl-carbamate (0.032 g, 0.054 mmol) in 1,4-dioxane (1 mL) was added 4N HCl in 1,4-dioxane (1 mL). The mixture was stirred at room temperature overnight. The resulting precipitate was collected by filtration, washed with ethyl acetate to give 5-[(2-aminoethyl)amino]-7-[2-(cyclopropylmethoxy)-6-hydroxyphenyl]-1,4-dihydro-2H-pyrido[2,3-d][1,3]oxazin-2... Reactants: CCc1cnc(NCCc2csc(SC(C)(C)C(=O)OC(C)(C)C)n2)nc1, CCCCCCCI, CC(C)(C)[O-], CN(C)C=O, [K+], O. Product: CCCCCCCN(CCc1csc(SC(C)(C)C(=O)OC(C)(C)C)n1)c1ncc(CC)cn1. Reaction SMILES: [C:1]([CH3:2])([CH3:3])([CH3:4])[O:5][C:6]([C:7]([CH3:8])([CH3:9])[S:10][c:11]1[s:12][cH:13][c:14]([CH2:16][CH2:17][NH:18][c:19]2[n:20][cH:21][c:22]([CH2:25][CH3:26])[cH:23][n:24]2)[n:15]1)=[O:27].[CH2:28]([CH2:29][CH2:30][CH2:31][CH2:32][CH2:33][CH3:34])[I:35].[CH3:36][C:37]([CH3:38])([O-:39])[CH3:40].[CH3:43][N:44]([CH3:45])[CH:46]=[O:47].[K+:41].[OH2:42]>>[C:1]([CH3:2])([CH3:3])([CH3:4])[O:5][C:6]([C:7]([CH3:8])([CH3:9])[S:10][c:11]1[s:12][cH:13][c:14]([CH2:16][CH2:17][N:18]([c:19]2[n:20][cH:21][c:22]([CH2:25][CH3:26])[cH:23][n:24]2)[CH2:28][CH2:29][CH2:30][CH2:31][CH2:32][CH2:33][CH3:34])[n:15]1)=[O:27]. Starting materials: Mitoquinone-C5, B(F)(F)F.CCOCC (BF3.Et2O), O1CCCC=C1 (Dihydropyran), CC1=CC(=C(C(=C1O)OC)OC)O (2,3-dimethoxy-5-methyl-1,4-benzohydroquinone), O (water), C(C)(=O)O (acetic acid). Conditions: time 10 minute. Yields the product COC1=C(C(=C(C(=C1OC)OC1OCCCC1)C)C1OCCCC1)O (2,3-dimethoxy-5-methyl-6-(tetrahydro-pyran-2-yl)-4-(tetrahydro-pyran-2-yloxy)-phenol). Reaction SMILES: [O:1]1[CH:6]=[CH:5][CH2:4][CH2:3][CH2:2]1.[CH3:7][C:8]1[C:13]([OH:14])=[C:12]([O:15][CH3:16])[C:11]([O:17][CH3:18])=[C:10]([OH:19])[CH:9]=1.B(F)(F)F.[CH3:24][CH2:25][O:26][CH2:27][CH3:28].O.[C:30](O)(=O)C>>[CH3:18][O:17][C:11]1[C:12]([O:15][CH3:16])=[C:13]([O:14][CH:6]2[CH2:5][CH2:4][CH2:3][CH2:2][O:1]2)[C:8]([CH3:7])=[C:9]([CH:25]2[CH2:24][CH2:30][CH2:28][CH2:27][O:26]2)[C:10]=1[OH:19] |f:2.3|. Procedure details: The synthetic route to Mitoquinone-C5 is shown in FIG. 2B. Dihydropyran (46.83 g, 0.55 mol) was added to 2,3-dimethoxy-5-methyl-1,4-benzohydroquinone (CoQ0) (50 g, 0.275 mol) dissolved in acetic acid (500 mL) and stirred at room temperature for 10 minutes. To this solution was added BF3.Et2O (38.57 g, 0.271 mol). The resulting solution was stirred for 18 hours at room temperature. After this time the crude reaction mixture was poured into iced water (500 mL) and extracted with chloroform (1000 m...